Dataset: the Open Reaction Database (ORD), a public repository of structured organic reaction records. Task: describe an organic reaction: reactants, conditions, products, and yield Starting materials: FC1=CC=C(C=C1)B(O)O (4-fluorophenylboronic acid), C([O-])([O-])=O.[Na+].[Na+] (sodium carbonate), Cl.N12CC(C(CC1)CC2)CC(=O)NC2=CC(=CC=C2)Br (2-(1-azabicyclo[2.2.2]oct-3-yl)-N-(3-bromophenyl)acetamide hydrochloride), FC1=CC=C(C=C1)B(O)O (4-fluorophenylboronic acid), [OH-].[Na+] (sodium hydroxide). Reagents/catalysts: C1=CC=C(C=C1)P([C-]2C=CC=C2)C3=CC=CC=C3.C1=CC=C(C=C1)P([C-]2C=CC=C2)C3=CC=CC=C3.Cl[Pd]Cl.[Fe+2] (1,1′-bis(diphenylphosphino)ferrocenepalladium(II) chloride), C1=CC=C(C=C1)P([C-]2C=CC=C2)C3=CC=CC=C3.C1=CC=C(C=C1)P([C-]2C=CC=C2)C3=CC=CC=C3.Cl[Pd]Cl.[Fe+2] (1,1′-bis(diphenylphosphino)ferrocenepalladium(II) chloride). The solvent is CN(C)C=O (DMF). Reaction conditions: temperature 80 celsius, time 8 hour. Yields the product Cl.N12CC(C(CC1)CC2)CC(=O)NC=2C=C(C=CC2)C2=CC=C(C=C2)F (2-(1-Azabicyclo[2.2.2]oct-3-yl)-N-(4′-fluoro-1,1′-biphenyl-3-yl)acetamide Hydrochloride). RXN SMILES: [F:1][C:2]1[CH:7]=[CH:6][C:5](B(O)O)=[CH:4][CH:3]=1.C(=O)([O-])[O-].[Na+].[Na+].[ClH:17].[N:18]12[CH2:25][CH2:24][CH:21]([CH2:22][CH2:23]1)[CH:20]([CH2:26][C:27]([NH:29][C:30]1[CH:35]=[CH:34][CH:33]=[C:32](Br)[CH:31]=1)=[O:28])[CH2:19]2.[OH-].[Na+]>CN(C=O)C.C1C=CC(P(C2C=CC=CC=2)[C-]2C=CC=C2)=CC=1.C1C=CC(P(C2C=CC=CC=2)[C-]2C=CC=C2)=CC=1.Cl[Pd]Cl.[Fe+2]>[ClH:17].[N:18]12[CH2:25][CH2:24][CH:21]([CH2:22][CH2:23]1)[CH:20]([CH2:26][C:27]([NH:29][C:30]1[CH:31]=[C:32]([C:5]3[CH:6]=[CH:7][C:2]([F:1])=[CH:3][CH:4]=3)[CH:33]=[CH:34][CH:35]=1)=[O:28])[CH2:19]2 |f:1.2.3,4.5,6.7,9.10.11.12,13.14|. Procedure: 22.1 mg (0.16 mmol) of 4-fluorophenylboronic acid, 0.17 ml (0.34 mmol) of 2M aqueous sodium carbonate solution and 5.8 mg (0.01 mmol) of 1,1′-bis(diphenylphosphino)ferrocenepalladium(II) chloride are added to a solution of 75 mg (0.16 mmol) of 2-(1-azabicyclo[2.2.2]oct-3-yl)-N-(3-bromophenyl)acetamide hydrochloride in 1 ml of DMF. The reaction mixture is stirred at 80° C. overnight. A further 22.1 mg (0.16 mmol) of 4-fluorophenylboronic acid, 23.2 mg (0.03 mmol) of 1,1′-bis(diphenylphosphino)fer... Reactants: O=C(Cl)c1ccccc1, ClCCl, CCCc1c(C(=O)NC2CC2)nnn1-c1ccc(N)cc1. Product: CCCc1c(C(=O)NC2CC2)nnn1-c1ccc(NC(=O)c2ccccc2)cc1. RXN SMILES: [C:22]([c:23]1[cH:24][cH:25][cH:26][cH:27][cH:28]1)(=[O:29])[Cl:30].[Cl:31][CH2:32][Cl:33].[NH2:1][c:2]1[cH:3][cH:4][c:5](-[n:8]2[n:9][n:10][c:11]([C:16](=[O:17])[NH:18][CH:19]3[CH2:20][CH2:21]3)[c:12]2[CH2:13][CH2:14][CH3:15])[cH:6][cH:7]1>>[NH:1]([c:2]1[cH:3][cH:4][c:5](-[n:8]2[n:9][n:10][c:11]([C:16](=[O:17])[NH:18][CH:19]3[CH2:20][CH2:21]3)[c:12]2[CH2:13][CH2:14][CH3:15])[cH:6][cH:7]1)[C:22]([c:23]1[cH:24][cH:25][cH:26][cH:27][cH:28]1)=[O:29]. Reactants: O=C(C(=O)OCCC(CCC=C(C)C)C)CCCCCCCCCCCCCC (3,7-Dimethyl-6-octenyl 2-oxohexadecanoate), CC(CCC(C(C(=O)[O-])=O)C)CCC=C(C)C (3,7-Dimethyl-6octenyl-2-oxobutanoate), CC(CCC(C(C(=O)[O-])=O)C)CCC=C(C)C (3,7-Dimethyl-6octenyl-2-oxobutanoate), CC(CCC(C(C(=O)[O-])=O)C)CCC=C(C)C (3,7-Dimethyl-6octenyl-2-oxobutanoate), CC(CCCC(C(=O)[O-])=O)CCC=C(C)C (3,7-Dimethyl-6octenyl-2-oxopropanoate), O=C(C(=O)OCCC(CCC=C(C)C)C)C1=CC=CC=C1 (3,7-Dimethyl-6-octenyl oxo(phenyl)acetate), ( 33 ), CC(CCC(C(C(=O)[O-])=O)C)CCC=C(C)C (3,7-Dimethyl-6octenyl-2-oxobutanoate), CC(CCCC(C(=O)[O-])=O)CCC=C(C)C (3,7-Dimethyl-6octenyl-2-oxopropanoate), CC(C(C(=O)OCCC(CCC=C(C)C)C)=O)CCCCCCCCCCCC (3,7-Dimethyl-6-octenyl 3-methyl-2-oxopentadecanoate), CC(CCCC(C(=O)[O-])=O)CCC=C(C)C (3,7-Dimethyl-6octenyl-2-oxopropanoate), CC(CCC(C(C(=O)[O-])=O)C)CCC=C(C)C (3,7-Dimethyl-6octenyl-2-oxobutanoate), O=C(C(=O)OCCC(CCC=C(C)C)C)CCC (3,7-Dimethyl-6-octenyl 2-oxopentanoate), CC(CCCC(C(=O)[O-])=O)CCC=C(C)C (3,7-Dimethyl-6octenyl-2-oxopropanoate), CC(CCCC(C(=O)[O-])=O)CCC=C(C)C (3,7-Dimethyl-6octenyl-2-oxopropanoate), CC(CCCC(C(=O)[O-])=O)CCC=C(C)C (3,7-Dimethyl-6octenyl-2-oxopropanoate), O=C(C(=O)OCCC(CCC=C(C)C)C)C1=CC=CC=C1 (3,7-Dimethyl-6-octenyl oxo(phenyl)acetate), O=C(C(=O)OCCC(CCC=C(C)C)C)CCC (3,7-Dimethyl-6-octenyl 2-oxopentanoate), CC(CCCC(C(=O)[O-])=O)CCC=C(C)C (3,7-Dimethyl-6octenyl-2-oxopropanoate), C1(CCCCC1)C(C(=O)OCCC(CCC=C(C)C)C)=O (3,7-Dimethyl-6-octenyl (cyclohexyl)oxoacetate), O=C(C(=O)OCCC(CCC=C(C)C)C)C1=CC=CC=C1 (3,7-Dimethyl-6-octenyl oxo(phenyl)acetate), ( 33 ), CC(CCCC(C(=O)[O-])=O)CCC=C(C)C (3,7-Dimethyl-6octenyl-2-oxopropanoate), CC(C(C(=O)OCCC(CCC=C(C)C)C)=O)CC (3,7-Dimethyl-6-octenyl 3-methyl-2-oxopentanoate), ( 16 ), CC(CCC(C(C(=O)[O-])=O)C)CCC=C(C)C (3,7-Dimethyl-6octenyl-2-oxobutanoate), CC(CCCC(C(=O)[O-])=O)CCC=C(C)C (3,7-Dimethyl-6octenyl-2-oxopropanoate), CC(CCCC(C(=O)[O-])=O)CCC=C(C)C (3,7-Dimethyl-6octenyl-2-oxopropanoate), CC(CCCC(C(=O)[O-])=O)CCC=C(C)C (3,7-Dimethyl-6octenyl-2-oxopropanoate), ( 19 ), CC(CCC(C(C(=O)[O-])=O)C)CCC=C(C)C (3,7-Dimethyl-6octenyl-2-oxobutanoate), ( 100 ), CC(CCCC(C(=O)[O-])=O)CCC=C(C)C (3,7-Dimethyl-6octenyl-2-oxopropanoate), C1(CCCCC1)C(C(=O)OCC1=CC=C(C=C1)OC)=O (4-Methoxybenzyl (cyclohexyl)oxoacetate), CC(CCCC(C(=O)[O-])=O)CCC=C(C)C (3,7-Dimethyl-6octenyl-2-oxopropanoate), C1(CCCCC1)C(C(=O)OCCCCCCCCCC)=O (Decyl (cyclohexyl)oxoacetate), CC(CCC(C(C(=O)[O-])=O)C)CCC=C(C)C (3,7-Dimethyl-6octenyl-2-oxobutanoate), C1(CCCCC1)C(C(=O)OCC(CC1=CC=C(C=C1)C(C)(C)C)C)=O (3-(4-tert-Butylphenyl)-2-methylpropyl cyclohexyl(oxo)acetate). Yields the product C1(CCCCC1)C(C(=O)O[C@@H]1C[C@@H](CC[C@H]1C(C)C)C)=O ((IR,3R,4S)-3-p-Menthanyl (cyclohexyl)oxoacetate). Reaction SMILES: C[CH:2]([CH2:11][CH2:12]C=C(C)C)[CH2:3][CH2:4][CH2:5][C:6](=[O:10])[C:7]([O-:9])=[O:8].O=C(CCC)C(O[CH2:22][CH2:23][CH:24]([CH3:31])[CH2:25][CH2:26][CH:27]=[C:28]([CH3:30])[CH3:29])=O.O=C(CCCCCCCCCCCCCC)C(OCCC(C)CCC=C(C)C)=O.CC(CCC=C(C)C)CCC(C)C(=O)C([O-])=O.C1(C(=O)C(OCCC(C)CCC=C(C)C)=O)CCCCC1.O=C(C1C=CC=CC=1)C(OCCC(C)CCC=C(C)C)=O.CC(CCCCCCCCCCCC)C(=O)C(OCCC(C)CCC=C(C)C)=O.C1(C(=O)C(OCC2C=CC(OC)=CC=2)=O)CCCCC1.CC(CC)C(=O)C(OCCC(C)CCC=C(C)C)=O.C1(C(=O)C(OCC(C)CC2C=CC(C(C)(C)C)=CC=2)=O)CCCCC1.C1(C(=O)C(OCCCCCCCCCC)=O)CCCCC1>>[CH:5]1([C:6](=[O:10])[C:7]([O:9][C@H:26]2[C@H:27]([CH:28]([CH3:29])[CH3:30])[CH2:22][CH2:23][C@@H:24]([CH3:31])[CH2:25]2)=[O:8])[CH2:4][CH2:3][CH2:2][CH2:11][CH2:12]1. Procedure: MS (EI): 294 (M+, 1); 250 (1); 167 (1); 154 (4); 140 (4); 139 (33); 138 (8); 137 (1); 123 (2); 112 (1); 111 (9); 110 (1); 109 (1); 98 (1); 97 (16); 96 (1); 95 (5); 84 (7); 83 (100); 82 (2); 81 (12); 80 (1); 79 (2); 71 (3); 70 (1); 69 (19); 68 (1); 67 (5); 57 (13); 56 (2); 55 (33); 54 (2); 53 (2); 43 (5); 42 (1); 41 (11); 39 (2); 29 (2); 27 (1). The reactants are COc1ccc(S(=O)(=O)N2CC=CCC(NC(=O)OCc3ccccc3)C2C(=O)OC(C)(C)C)cc1, ClCCl, O=C(O)C(F)(F)F. Yields the product COc1ccc(S(=O)(=O)N2CC=CCC(NC(=O)OCc3ccccc3)C2C(=O)O)cc1. RXN SMILES: [C:1]([CH3:2])([CH3:3])([CH3:4])[O:5][C:6](=[O:7])[CH:8]1[N:9]([S:26](=[O:27])(=[O:28])[c:29]2[cH:30][cH:31][c:32]([O:35][CH3:36])[cH:33][cH:34]2)[CH2:10][CH:11]=[CH:12][CH2:13][CH:14]1[NH:15][C:16](=[O:17])[O:18][CH2:19][c:20]1[cH:21][cH:22][cH:23][cH:24][cH:25]1.[Cl:44][CH2:45][Cl:46].[F:37][C:38]([F:39])([F:40])[C:41]([OH:42])=[O:43]>>[O:5]=[C:6]([OH:7])[CH:8]1[N:9]([S:26](=[O:27])(=[O:28])[c:29]2[cH:30][cH:31][c:32]([O:35][CH3:36])[cH:33][cH:34]2)[CH2:10][CH:11]=[CH:12][CH2:13][CH:14]1[NH:15][C:16](=[O:17])[O:18][CH2:19][c:20]1[cH:21][cH:22][cH:23][cH:24][cH:25]1. Reactants: ClCC1=CC=C(C(=N1)CC(C)(C)C)C1=C(C=CC(=C1)OC)F (6-(chloromethyl)-2-(2,2-dimethylpropyl)-3-(2-fluoro-5-methoxyphenyl)pyridine), OC=1C(=C(C=CC1)CCC(=O)OC)OC (methyl 3-(3-hydroxy-2-methoxyphenyl)propanoate), C([O-])([O-])=O.[Cs+].[Cs+] (cesium carbonate), C(C)(=O)OCC (Ethyl acetate). Solvent: C(C)#N (acetonitrile). Yields the product CC(CC1=C(C=CC(=N1)COC=1C(=C(C=CC1)CCC(=O)OCC)OC)C1=C(C=CC(=C1)OC)F)(C)C (ethyl 3-(3-((6-(2,2-dimethylpropyl)-5-(2-fluoro-5-methoxyphenyl)pyridin-2-yl)methoxy)-2-methoxyphenyl)propanoate). The yield is 94.7%. Reaction SMILES: Cl[CH2:2][C:3]1[N:8]=[C:7]([CH2:9][C:10]([CH3:13])([CH3:12])[CH3:11])[C:6]([C:14]2[CH:19]=[C:18]([O:20][CH3:21])[CH:17]=[CH:16][C:15]=2[F:22])=[CH:5][CH:4]=1.[OH:23][C:24]1[C:25]([O:36][CH3:37])=[C:26]([CH2:30][CH2:31][C:32]([O:34][CH3:35])=[O:33])[CH:27]=[CH:28][CH:29]=1.[C:38](=O)([O-])[O-].[Cs+].[Cs+].C(OCC)(=O)C>C(#N)C>[CH3:11][C:10]([CH3:13])([CH3:12])[CH2:9][C:7]1[N:8]=[C:3]([CH2:2][O:23][C:24]2[C:25]([O:36][CH3:37])=[C:26]([CH2:30][CH2:31][C:32]([O:34][CH2:35][CH3:38])=[O:33])[CH:27]=[CH:28][CH:29]=2)[CH:4]=[CH:5][C:6]=1[C:14]1[CH:19]=[C:18]([O:20][CH3:21])[CH:17]=[CH:16][C:15]=1[F:22] |f:2.3.4|. Procedure details: To a solution of 6-(chloromethyl)-2-(2,2-dimethylpropyl)-3-(2-fluoro-5-methoxyphenyl)pyridine (300 mg) in acetonitrile (10 mL) were added methyl 3-(3-hydroxy-2-methoxyphenyl)propanoate (210 mg) and cesium carbonate (512 mg), and the mixture was heated under reflux for 15 hr. Ethyl acetate was added to the reaction mixture, and the insoluble material was filtered off. The solvent in the filtrate was evaporated under reduced pressure. The residue was purified by silica gel column chromatography (e... The reactants are CS(=O)(=S)OCCOCCBr, Nc1ccc(C(=O)O)cc1. The product is CS(=O)(=S)OCCOCCOC(=O)c1ccc(N)cc1. Reaction SMILES: [CH3:11][S:12](=[O:13])([O:14][CH2:15][CH2:16][O:17][CH2:18][CH2:19][Br:20])=[S:21].[NH2:1][c:2]1[cH:3][cH:4][c:5]([C:6](=[O:7])[OH:8])[cH:9][cH:10]1>>[NH2:1][c:2]1[cH:3][cH:4][c:5]([C:6]([O:7][CH2:19][CH2:18][O:17][CH2:16][CH2:15][O:14][S:12]([CH3:11])(=[O:13])=[S:21])=[O:8])[cH:9][cH:10]1. The reactants are C(C)(=O)OCC (ethyl acetate), FC(C=1C=C(CN(C2=NC=C(C=N2)O)CC2=C(C=CC(=C2)C(F)(F)F)N(CCC)CC2CC2)C=C(C1)C(F)(F)F)(F)F (2-{(3,5-Bis-trifluoromethyl-benzyl)-[2-(cyclopropylmethyl-propyl-amino)-5-trifluoromethyl-benzyl]-amino}-pyrimidin-5-ol), BrCCCC(=O)OCC (ethyl 4-bromobutyrate), C([O-])([O-])=O.[K+].[K+] (potassium carbonate). The solvent is CN(C=O)C (N,N-dimethylformamide). Reaction conditions: time 8 hour. Product: FC(C=1C=C(CN(C2=NC=C(C=N2)OCCCC(=O)OCC)CC2=C(C=CC(=C2)C(F)(F)F)N(CCC)CC2CC2)C=C(C1)C(F)(F)F)(F)F (ethyl 4-(2-{(3,5-bis-trifluoromethyl-benzyl)-[2-(cyclopropylmethyl-propyl-amino)-5-trifluoromethyl-benzyl]-amino}-pyrimidin-5-yloxy)-butyrate). Reaction SMILES: [F:1][C:2]([F:42])([F:41])[C:3]1[CH:4]=[C:5]([CH:34]=[C:35]([C:37]([F:40])([F:39])[F:38])[CH:36]=1)[CH2:6][N:7]([CH2:15][C:16]1[CH:21]=[C:20]([C:22]([F:25])([F:24])[F:23])[CH:19]=[CH:18][C:17]=1[N:26]([CH2:30][CH:31]1[CH2:33][CH2:32]1)[CH2:27][CH2:28][CH3:29])[C:8]1[N:13]=[CH:12][C:11]([OH:14])=[CH:10][N:9]=1.Br[CH2:44][CH2:45][CH2:46][C:47]([O:49][CH2:50][CH3:51])=[O:48].C(=O)([O-])[O-].[K+].[K+].C(OCC)(=O)C>CN(C)C=O>[F:42][C:2]([F:1])([F:41])[C:3]1[CH:4]=[C:5]([CH:34]=[C:35]([C:37]([F:38])([F:39])[F:40])[CH:36]=1)[CH2:6][N:7]([CH2:15][C:16]1[CH:21]=[C:20]([C:22]([F:25])([F:24])[F:23])[CH:19]=[CH:18][C:17]=1[N:26]([CH2:30][CH:31]1[CH2:33][CH2:32]1)[CH2:27][CH2:28][CH3:29])[C:8]1[N:9]=[CH:10][C:11]([O:14][CH2:44][CH2:45][CH2:46][C:47]([O:49][CH2:50][CH3:51])=[O:48])=[CH:12][N:13]=1 |f:2.3.4|. Procedure details: 2-{(3,5-Bis-trifluoromethyl-benzyl)-[2-(cyclopropylmethyl-propyl-amino)-5-trifluoromethyl-benzyl]-amino}-pyrimidin-5-ol (300 mg) and ethyl 4-bromobutyrate (85%1) are dissolved in N,N-dimethylformamide (1 ml) and thereto is added potassium carbonate (82 mg) and the mixture is stirred at room temperature overnight. Thereto are added ethyl acetate and a saturated brine, and the mixture is separated, and the organic layer is washed with a saturated brine, dried over magnesium sulfate, and concentrat...